Dataset: the Open Reaction Database (ORD), a public repository of structured organic reaction records. Task: describe an organic reaction: reactants, conditions, products, and yield Reaction SMILES: [CH3:1][O:2][c:3]1[cH:4][cH:5][c:6](-[c:9]2[cH:10][cH:11][c:12]([S:15](=[O:16])(=[O:17])[NH:18][CH:19]([C:20](=[O:21])[O:22][CH3:23])[CH2:24][CH:25]=[CH2:26])[cH:13][cH:14]2)[cH:7][cH:8]1.[Cl:28][c:29]1[cH:30][cH:31][cH:32][c:33]([C:34]([O:35][OH:37])=[O:36])[cH:38]1.[Na+:43].[O-:39][C:40]([OH:41])=[O:42].[OH2:27]>>[CH3:1][O:2][c:3]1[cH:4][cH:5][c:6](-[c:9]2[cH:10][cH:11][c:12]([S:15](=[O:16])(=[O:17])[NH:18][CH:19]([C:20](=[O:21])[O:22][CH3:23])[CH2:24][CH:25]3[CH2:26][O:36]3)[cH:13][cH:14]2)[cH:7][cH:8]1. The reactants are C=CCC(NS(=O)(=O)c1ccc(-c2ccc(OC)cc2)cc1)C(=O)OC, O=C(OO)c1cccc(Cl)c1, [Na+], O=C([O-])O, O. Product: COC(=O)C(CC1CO1)NS(=O)(=O)c1ccc(-c2ccc(OC)cc2)cc1. The reactants are ClC=1C=C(C=CC1S(=O)(=O)C)C(C[C@@H]1CC2(O[C@@H]([C@H](O2)C2=CC=CC=C2)C2=CC=CC=C2)CC1)C1=CC=C(N1)C1=NC=CC=C1 (2-(5-{1-[3-chloro-4-(methylsulfonyl)phenyl]-2-[(2R,3R,7R)-2,3-diphenyl-1,4-dioxaspiro[4.4]non-7-yl]ethyl}-1H-pyrrol-2-yl)pyridine), Cl (hydrochloric acid), C(O)([O-])=O.[Na+] (sodium hydrogen carbonate). Solvent: C(C)(=O)OCC (ethyl acetate), O1CCCC1 (tetrahydrofuran). Conditions: temperature 55 celsius, time 5 hour. The product is ClC=1C=C(C=CC1S(=O)(=O)C)C(C[C@@H]1CC(CC1)=O)C=1NC(=CC1)C1=NC=CC=C1 ((3R)-3-{2-[3-chloro-4-(methylsulfonyl)phenyl]-2-(5-(pyridin-2-yl)-1H-pyrrol-2-yl)ethyl}cyclopentanone). Yield: 89.6%. As a reaction SMILES: [Cl:1][C:2]1[CH:3]=[C:4]([CH:12]([C:35]2[NH:39][C:38]([C:40]3[CH:45]=[CH:44][CH:43]=[CH:42][N:41]=3)=[CH:37][CH:36]=2)[CH2:13][C@H:14]2[CH2:34][CH2:33][C:16]3(O[C@H](C4C=CC=CC=4)[C@@H](C4C=CC=CC=4)[O:17]3)[CH2:15]2)[CH:5]=[CH:6][C:7]=1[S:8]([CH3:11])(=[O:10])=[O:9].Cl.C(=O)([O-])O.[Na+]>O1CCCC1.C(OCC)(=O)C>[Cl:1][C:2]1[CH:3]=[C:4]([CH:12]([C:35]2[NH:39][C:38]([C:40]3[CH:45]=[CH:44][CH:43]=[CH:42][N:41]=3)=[CH:37][CH:36]=2)[CH2:13][C@H:14]2[CH2:34][CH2:33][C:16](=[O:17])[CH2:15]2)[CH:5]=[CH:6][C:7]=1[S:8]([CH3:11])(=[O:9])=[O:10] |f:2.3|. Procedure details: To a solution of 2-(5-{1-[3-chloro-4-(methylsulfonyl)phenyl]-2-[(2R,3R,7R)-2,3-diphenyl-1,4-dioxaspiro[4.4]non-7-yl]ethyl}-1H-pyrrol-2-yl)pyridine (580 mg) in tetrahydrofuran (4.5 mL) was added 1M hydrochloric acid (4.5 mL), and the mixture was stirred at 55° C. for 5 hr. After cooling to room temperature, the mixture was neutralized with saturated aqueous sodium hydrogen carbonate solution. The reaction mixture was diluted with ethyl acetate and washed with water. The ethyl acetate layer was dr... The reactants are C(C=CC1=CC=CC=C1)(=O)O (Cinnamic acid), ON1N=NC2=C1C=CC=C2 (1-hydroxybenzotriazole), CN1CCOCC1 (N-methylmorpholine), Cl.COC(CN)=O (glycine methyl ester hydrochloride), C1(CCCCC1)N=C=NC1CCCCC1 (dicyclohexylcarbodiimide). Solvent: CN(C=O)C (dimethylformamide). Conditions: time 8 hour. Product: COC(CNC(C=CC1=CC=CC=C1)=O)=O (Cinnamoyl-glycine methyl ester). As a reaction SMILES: [C:1]([OH:11])(=O)[CH:2]=[CH:3][C:4]1[CH:9]=[CH:8][CH:7]=[CH:6][CH:5]=1.Cl.[CH3:13][O:14][C:15](=[O:18])[CH2:16][NH2:17].C1(N=C=NC2CCCCC2)CCCCC1.ON1C2C=CC=CC=2N=N1.CN1CCOCC1>CN(C)C=O>[CH3:13][O:14][C:15](=[O:18])[CH2:16][NH:17][C:1](=[O:11])[CH:2]=[CH:3][C:4]1[CH:5]=[CH:6][CH:7]=[CH:8][CH:9]=1 |f:1.2|. Reported procedure: Cinnamic acid (38.0 g) was coupled to glycine methyl ester hydrochloride in dimethylformamide by treatment with dicyclohexylcarbodiimide (52.84 g) and 1-hydroxybenzotriazole (39.24 g), followed by N-methylmorpholine (37.56 ml). The reaction mixture was stirred overnight at room temperature and then worked up in the usual manner to give the desired product. Reactants: C(C1=CC=CC=C1)OC=1C=C(C(=O)OC(=C)C)C=CC1OC(=C)C (propen-2-yl 3-benzyloxy-4-(propen-2-yloxy)benzoate), tris(triphenyl-phosphine)rhodium, N12CCN(CC1)CC2 (1,4-diazabicyclo[2.2.2]octane), Cl (hydrochloric acid). Run in C(C)O (ethanol), O (water). Conditions: time 60 minute. The product is C(C1=CC=CC=C1)OC=1C=C(C(=O)O)C=CC1O (3-benzyloxy-4-hydroxybenzoic acid). Isolated yield 83.4%. As a reaction SMILES: [CH2:1]([O:8][C:9]1[CH:10]=[C:11]([CH:18]=[CH:19][C:20]=1[O:21]C(C)=C)[C:12]([O:14]C(C)=C)=[O:13])[C:2]1[CH:7]=[CH:6][CH:5]=[CH:4][CH:3]=1.N12CCN(CC1)CC2.Cl>C(O)C.O>[CH2:1]([O:8][C:9]1[CH:10]=[C:11]([CH:18]=[CH:19][C:20]=1[OH:21])[C:12]([OH:14])=[O:13])[C:2]1[CH:3]=[CH:4][CH:5]=[CH:6][CH:7]=1. Procedure details: A mixture of propen-2-yl 3-benzyloxy-4-(propen-2-yloxy)benzoate (1.0356 g, 3.19 mmol), tris(triphenyl-phosphine)rhodium chloride1 (204 mg, 0.22 mmol) and 1,4-diazabicyclo[2.2.2]octane (74 mg, 0.66 mmol) in ethanol (18 cm3) and water (2 cm3) was heated under reflux under an atmosphere of nitrogen for 16 h. The cooled mixture was poured into 1 M hydrochloric acid (100 cm3), stirred for 60 min, then extracted with dichloromethane (3×100 cm3). The combined extracts were dried over MgSO4 and evaporat... Reactants: F[C@@H]1CN(CC1)C(=O)[C@H]([C@@H](C)C1=CC=C(C=C1)B1OC(C(O1)(C)C)(C)C)NC(OC(C)(C)C)=O (tert-Butyl {(1S,2S)-1-{[(3S)-3-fluoropyrrolidin-1-yl]carbonyl}-2-[4-(4,4,5,5-tetramethyl-1,3,2-dioxaborolan-2-yl)phenyl]propyl}carbamate), OO (hydrogen peroxide), [OH-].[Na+] (sodium hydroxide), Cl (hydrochloric acid). The solvent is C1CCOC1 (THF), O (water). Product: C(C)(C)(C)OC(N[C@@H]([C@@H](C)C1=CC=C(C=C1)O)C(=O)N1C[C@H](CC1)F)=O (tert-Butyl[(1S,2S)-1-{[(3S)-3-fluoropyrrolidin-1-yl]carbonyl}-2-(4-hydroxyphenyl)propyl]carbamate). Reaction SMILES: [F:1][C@H:2]1[CH2:6][CH2:5][N:4]([C:7]([C@@H:9]([NH:27][C:28](=[O:34])[O:29][C:30]([CH3:33])([CH3:32])[CH3:31])[C@H:10]([C:12]2[CH:17]=[CH:16][C:15](B3OC(C)(C)C(C)(C)O3)=[CH:14][CH:13]=2)[CH3:11])=[O:8])[CH2:3]1.[OH:35]O.[OH-].[Na+].Cl>C1COCC1.O>[C:30]([O:29][C:28](=[O:34])[NH:27][C@H:9]([C:7]([N:4]1[CH2:5][CH2:6][C@H:2]([F:1])[CH2:3]1)=[O:8])[C@H:10]([C:12]1[CH:13]=[CH:14][C:15]([OH:35])=[CH:16][CH:17]=1)[CH3:11])([CH3:31])([CH3:32])[CH3:33] |f:2.3|. Procedure details: To a solution of the material from Step A (0.5 g, 1.0 mmol) in THF (10 mL) at 0° C. was added sequentially 30% hydrogen peroxide (0.18 mL, 1.5 mmol) and 3N aqueous sodium hydroxide (0.35 g, 1.0 mmol). After 2 h at this temperature water (30 mL) was added, and the resulting solution was adjusted to pH 5 by the addition of 1N hydrochloric acid. The mixture was extracted with ethyl acetate, and the combined extracts were washed with saturated sodium thiosulfate until the organic phase showed a nega... The reactants are N#Cc1c[nH]c2ccc(CCNC(=O)c3ccc(-c4ccnc(Cl)n4)cc3)cc12, NCC(O)CO. The product is N#Cc1c[nH]c2ccc(CCNC(=O)c3ccc(-c4ccnc(NCC(O)CO)n4)cc3)cc12. RXN SMILES: [C:7](#[N:8])[c:9]1[cH:10][nH:11][c:12]2[cH:13][cH:14][c:15]([CH2:18][CH2:19][NH:20][C:21]([c:22]3[cH:23][cH:24][c:25](-[c:28]4[n:29][c:30]([Cl:34])[n:31][cH:32][cH:33]4)[cH:26][cH:27]3)=[O:35])[cH:16][c:17]12.[OH:1][CH:2]([CH2:3][NH2:4])[CH2:5][OH:6]>>[OH:1][CH:2]([CH2:3][NH:4][c:30]1[n:29][c:28](-[c:25]2[cH:24][cH:23][c:22]([C:21]([NH:20][CH2:19][CH2:18][c:15]3[cH:14][cH:13][c:12]4[nH:11][cH:10][c:9]([C:7]#[N:8])[c:17]4[cH:16]3)=[O:35])[cH:27][cH:26]2)[cH:33][cH:32][n:31]1)[CH2:5][OH:6].